Dataset: the Open Reaction Database (ORD), a public repository of structured organic reaction records. Task: describe an organic reaction: reactants, conditions, products, and yield The reactants are CC(C)(C)OC(=O)c1ccc(Oc2ccccc2)cc1NC(=O)c1ccc(N2CCCCC2)nc1, O=C(O)C(F)(F)F. Product: O=C(Nc1cc(Oc2ccccc2)ccc1C(=O)O)c1ccc(N2CCCCC2)nc1. RXN SMILES: [O:1]([c:2]1[cH:3][cH:4][cH:5][cH:6][cH:7]1)[c:8]1[cH:9][c:10]([NH:21][C:22](=[O:23])[c:24]2[cH:25][n:26][c:27]([N:30]3[CH2:31][CH2:32][CH2:33][CH2:34][CH2:35]3)[cH:28][cH:29]2)[c:11]([C:12](=[O:13])[O:14][C:15]([CH3:16])([CH3:17])[CH3:18])[cH:19][cH:20]1.[OH:36][C:37]([C:38]([F:39])([F:40])[F:41])=[O:42]>>[O:1]([c:2]1[cH:3][cH:4][cH:5][cH:6][cH:7]1)[c:8]1[cH:9][c:10]([NH:21][C:22](=[O:23])[c:24]2[cH:25][n:26][c:27]([N:30]3[CH2:31][CH2:32][CH2:33][CH2:34][CH2:35]3)[cH:28][cH:29]2)[c:11]([C:12](=[O:13])[OH:14])[cH:19][cH:20]1. As a reaction SMILES: [CH3:1][c:2]1[n:3][c:4]([S:19][CH3:20])[n:5][c:6]([NH:11][c:12]2[cH:13][c:14]([CH3:18])[cH:15][cH:16][cH:17]2)[c:7]1[C:8](=[O:9])[OH:10].[CH:21]([N:24]([CH:22]([CH3:23])[CH3:25])[CH2:26][CH3:27])([CH3:28])[CH3:29].[NH4+:30].[O:32]=[CH:33][N:34]([CH3:35])[CH3:36].[OH-:31]>>[CH3:1][c:2]1[n:3][c:4]([S:19][CH3:20])[n:5][c:6]([NH:11][c:12]2[cH:13][c:14]([CH3:18])[cH:15][cH:16][cH:17]2)[c:7]1[C:8](=[O:9])[NH2:24]. The product is CSc1nc(C)c(C(N)=O)c(Nc2cccc(C)c2)n1. The reactants are CSc1nc(C)c(C(=O)O)c(Nc2cccc(C)c2)n1, CCN(C(C)C)C(C)C, [NH4+], CN(C)C=O, [OH-].